From a dataset of the Open Reaction Database (ORD), a public repository of structured organic reaction records. describe an organic reaction: reactants, conditions, products, and yield Starting materials: ClCCl, COC(=O)c1ccc(-c2ccc(OCCN(C)C)cc2)cc1, CO, Cl, [Na+], [OH-]. Yields the product CN(C)CCOc1ccc(-c2ccc(C(=O)O)cc2)cc1. Reaction SMILES: [CH2:26]([Cl:27])[Cl:28].[CH3:1][N:2]([CH2:3][CH2:4][O:5][c:6]1[cH:7][cH:8][c:9](-[c:12]2[cH:13][cH:14][c:15]([C:16](=[O:17])[O:18][CH3:19])[cH:20][cH:21]2)[cH:10][cH:11]1)[CH3:22].[CH3:29][OH:30].[ClH:25].[Na+:24].[OH-:23]>>[CH3:1][N:2]([CH2:3][CH2:4][O:5][c:6]1[cH:7][cH:8][c:9](-[c:12]2[cH:13][cH:14][c:15]([C:16](=[O:17])[OH:18])[cH:20][cH:21]2)[cH:10][cH:11]1)[CH3:22].